Dataset: the Open Reaction Database (ORD), a public repository of structured organic reaction records. Task: describe an organic reaction: reactants, conditions, products, and yield Reactants: ClC=1C=C(CNC(=S)C2=C(NCC(=O)OCC)C=CC=C2)C=CC1Cl (ethyl 2-[2-{N-(3,4-dichlorobenzyl)thiocarbamoyl}anilino]acetate), C1=CN(C=N1)C(=S)N2C=CN=C2 (N,N'-thiocarbonyldiimidazole). Run at temperature 120 celsius. Yields the product ClC=1C=C(CN2C(N(C3=CC=CC=C3C2=S)CC(=O)OCC)=S)C=CC1Cl (ethyl 2-[3-(3,4-dichlorobenzyl)-1,2,3,4-tetrahydro-2,4-dithioxoquinazolin-1-yl]acetate). Isolated yield 12.7%. As a reaction SMILES: [Cl:1][C:2]1[CH:3]=[C:4]([CH:22]=[CH:23][C:24]=1[Cl:25])[CH2:5][NH:6][C:7]([C:9]1[CH:21]=[CH:20][CH:19]=[CH:18][C:10]=1[NH:11][CH2:12][C:13]([O:15][CH2:16][CH3:17])=[O:14])=[S:8].C1N=CN([C:31](N2C=NC=C2)=[S:32])C=1>>[Cl:1][C:2]1[CH:3]=[C:4]([CH:22]=[CH:23][C:24]=1[Cl:25])[CH2:5][N:6]1[C:7](=[S:8])[C:9]2[C:10](=[CH:18][CH:19]=[CH:20][CH:21]=2)[N:11]([CH2:12][C:13]([O:15][CH2:16][CH3:17])=[O:14])[C:31]1=[S:32]. Reported procedure: A mixture of ethyl 2-[2-{N-(3,4-dichlorobenzyl)thiocarbamoyl}anilino]acetate (4.0 g) and N,N'-thiocarbonyldiimidazole (8.97 g) was heated at 120° C. for 15 minutes, and the reaction mixture was chromatographed on silica gel (100 g) eluting with chloroform. The fractions containing the desired compound were combined and concentrated in vacuo. The residue was recrystallized from a mixture of ethyl acetate and hexane to give ethyl 2-[3-(3,4-dichlorobenzyl)-1,2,3,4-tetrahydro-2,4-dithioxoquinazolin-... Starting materials: O(C)C1=C(C=C(N)C=C1)N1C=CN2N=C(C=C21)C=2C=NC=CC2 (4-Methoxyl-3-[6-(pyridin-3-yl)-1H-imidazo[1,2-b]pyrazol-1-yl]aniline), FS(C=1C=C(C(=O)O)C=CC1)(F)(F)(F)F (3-(pentafluoro-λ6-sulphanyl)benzoic acid). The product is COC1=C(C=C(C=C1)NC(C1=CC(=CC=C1)S(F)(F)(F)(F)F)=O)N1C=CN2N=C(C=C21)C=2C=NC=CC2 (N-{4-Methoxy-3-[6-(pyridin-3-yl)-1H-imidazo[1,2-b]pyrazol-1-yl]phenyl}-3-(pentafluoro-λ6-sulphanyl)benzamide). Reaction SMILES: [O:1]([C:3]1[CH:9]=[CH:8][C:6]([NH2:7])=[CH:5][C:4]=1[N:10]1[C:17]2[N:13]([N:14]=[C:15]([C:18]3[CH:19]=[N:20][CH:21]=[CH:22][CH:23]=3)[CH:16]=2)[CH:12]=[CH:11]1)[CH3:2].[F:24][S:25]([F:38])([F:37])([F:36])([F:35])[C:26]1[CH:27]=[C:28]([CH:32]=[CH:33][CH:34]=1)[C:29](O)=[O:30]>>[CH3:2][O:1][C:3]1[CH:9]=[CH:8][C:6]([NH:7][C:29](=[O:30])[C:28]2[CH:32]=[CH:33][CH:34]=[C:26]([S:25]([F:38])([F:24])([F:35])([F:36])[F:37])[CH:27]=2)=[CH:5][C:4]=1[N:10]1[C:17]2[N:13]([N:14]=[C:15]([C:18]3[CH:19]=[N:20][CH:21]=[CH:22][CH:23]=3)[CH:16]=2)[CH:12]=[CH:11]1. Procedure: 45 mg (0.15 mmol) of the compound of Example 10A and 37 mg (0.15 mmol) of 3-(pentafluoro-λ6-sulphanyl)benzoic acid were reacted and worked up analogously to the procedure of Example 16. This gave 72 mg (91% of theory) of the title compound.